This data is from the Open Reaction Database (ORD), a public repository of structured organic reaction records. The task is: describe an organic reaction: reactants, conditions, products, and yield Reactants: bis(diphenylphosphino)ferrocenepalladium(II) chloride, C([O-])([O-])=O.[Cs+].[Cs+] (cesium carbonate), IC=1OC=C(N1)C(=O)OCC (Ethyl 2-iodo-1,3-oxazole-4-carboxylate), ClC1=C(C=C(C=C1)B(O)O)C (4-chloro-3-methylphenylboronic acid). Conditions: temperature 50 celsius, time 4 hour. Run in O (water), C(C)(=O)OCC (ethyl acetate), O (water), CN1C(CCC1)=O (N-methyl-2-pyrrolidone). Procedure details: 385 mg (1.44 mmol) of the compound from Example 25A and 319 mg (1.87 mmol) of 4-chloro-3-methylphenylboronic acid are initially charged in 12.7 ml of dry N-methyl-2-pyrrolidone. 105 mg (0.14 mmol) of bis(diphenylphosphino)ferrocenepalladium(II) chloride, 0.33 ml water and 940 mg (2.88 mmol) of cesium carbonate are then added. The reaction mixture is stirred at 50° C. for 4 h. The mixture is then cooled to RT, and 20 ml of ethyl acetate and 10 ml of water are added. The aqueous phase is extracted... RXN SMILES: I[C:2]1[O:3][CH:4]=[C:5]([C:7]([O:9][CH2:10][CH3:11])=[O:8])[N:6]=1.[Cl:12][C:13]1[CH:18]=[CH:17][C:16](B(O)O)=[CH:15][C:14]=1[CH3:22].C(=O)([O-])[O-].[Cs+].[Cs+]>CN1CCCC1=O.O.C(OCC)(=O)C>[Cl:12][C:13]1[CH:18]=[CH:17][C:16]([C:2]2[O:3][CH:4]=[C:5]([C:7]([O:9][CH2:10][CH3:11])=[O:8])[N:6]=2)=[CH:15][C:14]=1[CH3:22] |f:2.3.4|. Yields the product ClC1=C(C=C(C=C1)C=1OC=C(N1)C(=O)OCC)C (Ethyl 2-(4-chloro-3-methylphenyl)-1,3-oxazole-4-carboxylate). Reaction SMILES: C1COCC1.[CH2:6]([N:8]1[CH:13]=[CH:12][C:11]([C@@H:14]2[CH2:19][CH2:18][N:17]([C:20]([O:22][C:23]([CH3:26])([CH3:25])[CH3:24])=[O:21])[CH2:16][C@H:15]2[C:27]([O:29]CC)=[O:28])=[CH:10][C:9]1=[O:32])[CH3:7].[OH-].[Li+]>CO>[CH3:24][C:23]([O:22][C:20]([N:17]1[CH2:18][CH2:19][C@@H:14]([C:11]2[CH:12]=[CH:13][N:8]([CH2:6][CH3:7])[C:9](=[O:32])[CH:10]=2)[C@H:15]([C:27]([OH:29])=[O:28])[CH2:16]1)=[O:21])([CH3:25])[CH3:26] |f:2.3|. The reactants are C1CCOC1 (THF), C(C)N1C(C=C(C=C1)[C@H]1[C@@H](CN(CC1)C(=O)OC(C)(C)C)C(=O)OCC)=O (trans-1-(1,1-dimethylethyl) 3-ethyl 4-(1-ethyl-2-oxo-1,2-dihydro-4-pyridinyl)-1,3-piperidinedicarboxylate), [OH-].[Li+] (lithium hydroxide). The product is CC(C)(C)OC(=O)N1C[C@H]([C@@H](CC1)C1=CC(N(C=C1)CC)=O)C(=O)O (trans-1-{[(1,1-Dimethylethyl)oxy]carbonyl}-4-(1-ethyl-2-oxo-1,2-dihydro-4-pyridinyl)-3-piperidinecarboxylic acid). Run at time 18 hour. The solvent is CO (MeOH). Procedure details: To a 3:2 (v/v) THF:MeOH solution (0.07 M) of trans-1-(1,1-dimethylethyl) 3-ethyl 4-(1-ethyl-2-oxo-1,2-dihydro-4-pyridinyl)-1,3-piperidinedicarboxylate (1 eq.) from the previous step was added lithium hydroxide (1 M aq. solution, 3.1 eq.). The resulting cloudy solution was stirred vigorously at RT for 18 h. The volatiles were then removed in vacuo and the residue was partitioned between EtOAc and 10% aq. HCl. The aqueous layer was separated and back-extracted with EtOAc. The combined organic extr...